From a dataset of the Open Reaction Database (ORD), a public repository of structured organic reaction records. describe an organic reaction: reactants, conditions, products, and yield Starting materials: C=CCC(NC(=O)OC(C)(C)C)C(=O)N1C(CC=C)CCCC1C(=O)OC, CS(C)=O, ClCCl. The product is COC(=O)C1CCCC2CC=CCC(NC(=O)OC(C)(C)C)C(=O)N21. Reaction SMILES: [CH3:1][O:2][C:3](=[O:4])[CH:5]1[N:6]([C:14]([CH:15]([CH2:16][CH:17]=[CH2:18])[NH:19][C:20](=[O:21])[O:22][C:23]([CH3:24])([CH3:25])[CH3:26])=[O:27])[CH:7]([CH2:11][CH:12]=[CH2:13])[CH2:8][CH2:9][CH2:10]1.[CH3:28][S:29]([CH3:30])=[O:31].[Cl:32][CH2:33][Cl:34]>>[CH3:1][O:2][C:3](=[O:4])[CH:5]1[N:6]2[CH:7]([CH2:8][CH2:9][CH2:10]1)[CH2:11][CH:18]=[CH:17][CH2:16][CH:15]([NH:19][C:20](=[O:21])[O:22][C:23]([CH3:24])([CH3:25])[CH3:26])[C:14]2=[O:27].